This data is from the Open Reaction Database (ORD), a public repository of structured organic reaction records. The task is: describe an organic reaction: reactants, conditions, products, and yield The reactants are [Ag+2], Oc1ccc2cc(Br)ccc2n1, O=C([O-])[O-], Cc1ccccc1, CCCCCCCI. Yields the product CCCCCCCOc1ccc2cc(Br)ccc2n1. RXN SMILES: [Ag+2:32].[Br:1][c:2]1[cH:3][c:4]2[cH:5][cH:6][c:7]([OH:12])[n:8][c:9]2[cH:10][cH:11]1.[C:28](=[O:29])([O-:30])[O-:31].[CH3:21][c:22]1[cH:23][cH:24][cH:25][cH:26][cH:27]1.[I:13][CH2:14][CH2:15][CH2:16][CH2:17][CH2:18][CH2:19][CH3:20]>>[Br:1][c:2]1[cH:3][c:4]2[cH:5][cH:6][c:7]([O:12][CH2:14][CH2:15][CH2:16][CH2:17][CH2:18][CH2:19][CH3:20])[n:8][c:9]2[cH:10][cH:11]1.